This data is from the Open Reaction Database (ORD), a public repository of structured organic reaction records. The task is: describe an organic reaction: reactants, conditions, products, and yield The reactants are CN(C=1C2=C(N=CN1)NC=C2)C2CNCCC2C (Methyl-(4-methyl-piperidin-3-yl)-(7H-pyrrolo[2,3-d]pyrimidin-4-yl)-amine), ClCCl.N1=CC=CC=C1 (dichloromethane pyridine), C(C)(=O)Cl (acetylchloride). Run at time 18 hour. Yields the product CN(C1CCN(CC1)C(C)=O)C1=C2C(=NCN1C)NC=C2 (1-{4-[methyl-3-methyl-(7H-pyrrolo[2,3-d]pyrimidin-4-yl)-amino]-piperidin-1-yl}-ethanone). The yield is 15.0%. Reaction SMILES: [CH3:1][N:2]([CH:12]1[CH:17]([CH3:18])CCN[CH2:13]1)[C:3]1[C:4]2[CH:11]=[CH:10][NH:9][C:5]=2[N:6]=[CH:7][N:8]=1.[C:19](Cl)(=[O:21])[CH3:20].Cl[CH2:24]Cl.[N:26]1C=CC=C[CH:27]=1>>[CH3:1][N:2]([C:3]1[N:8]([CH3:24])[CH2:7][N:6]=[C:5]2[NH:9][CH:10]=[CH:11][C:4]=12)[CH:12]1[CH2:13][CH2:27][N:26]([C:19](=[O:21])[CH3:20])[CH2:18][CH2:17]1 |f:2.3|. Reported procedure: To a stirred solution of the product from Method C (0.03 grams, 0.114 mmol) dissolved in 5 mL of 10:1 dichloromethane/pyridine was added (0.018 grams, 0.228 mmol) of acetylchloride and the resulting mixture stirred at room temperature for 18 hours. The reaction mixture was then partitioned between dichloromethane and saturated sodium bicarbonate (NaHCO3). The organic layer was washed again with saturated NaHCO3, dried over sodium sulfate and concentrated to dryness in vacuo. The residue was puri... Starting materials: O=S(=O)(OC1=CCCCC1)C(F)(F)F, C1CCOC1, [Li]CCCC, COc1ccc2ccsc2c1, [Cl-], [Li+], c1ccc(P(c2ccccc2)(c2ccccc2)[Pd](P(c2ccccc2)(c2ccccc2)c2ccccc2)(P(c2ccccc2)(c2ccccc2)c2ccccc2)P(c2ccccc2)(c2ccccc2)c2ccccc2)cc1. Product: COc1ccc2cc(C3=CCCCC3)sc2c1. Reaction SMILES: [C:17]1([O:23][S:24]([C:25]([F:26])([F:27])[F:28])(=[O:29])=[O:30])=[CH:18][CH2:19][CH2:20][CH2:21][CH2:22]1.[CH2:33]1[O:34][CH2:35][CH2:36][CH2:37]1.[CH3:12][CH2:13][CH2:14][CH2:15][Li:16].[CH3:1][O:2][c:3]1[cH:4][cH:5][c:6]2[c:7]([s:8][cH:9][cH:10]2)[cH:11]1.[Cl-:32].[Li+:31].[cH:38]1[cH:39][cH:40][c:41]([P:42]([Pd:43]([P:44]([c:45]2[cH:46][cH:47][cH:48][cH:49][cH:50]2)([c:51]2[cH:52][cH:53][cH:54][cH:55][cH:56]2)[c:57]2[cH:58][cH:59][cH:60][cH:61][cH:62]2)([P:63]([c:64]2[cH:65][cH:66][cH:67][cH:68][cH:69]2)([c:70]2[cH:71][cH:72][cH:73][cH:74][cH:75]2)[c:76]2[cH:77][cH:78][cH:79][cH:80][cH:81]2)[P:82]([c:83]2[cH:84][cH:85][cH:86][cH:87][cH:88]2)([c:89]2[cH:90][cH:91][cH:92][cH:93][cH:94]2)[c:95]2[cH:96][cH:97][cH:98][cH:99][cH:100]2)([c:101]2[cH:102][cH:103][cH:104][cH:105][cH:106]2)[c:107]2[cH:108][cH:109][cH:110][cH:111][cH:112]2)[cH:113][cH:114]1>>[CH3:1][O:2][c:3]1[cH:4][cH:5][c:6]2[c:7]([s:8][c:9]([C:17]3=[CH:18][CH2:19][CH2:20][CH2:21][CH2:22]3)[cH:10]2)[cH:11]1. Starting materials: C(C(C)C)NCC1=C(C=2N(C=N1)N=CN2)CCC (isobutyl-(8-propyl-[1,2,4]triazolo[1,5-c]pyrimidin-7-ylmethyl)-amine), FC1=CC=CC(=N1)C(=O)O (6-fluoro-pyridine-2-carboxylic acid), CCN=C=NCCCN(C)C (EDCI). The reagents and catalysts are CN(C)C=1C=CN=CC1 (DMAP). Run in C(Cl)Cl (DCM), C(Cl)Cl (DCM). Conditions: time 8 hour. Product: C(C(C)C)N(C(=O)C1=NC(=CC=C1)F)CC1=C(C=2N(C=N1)N=CN2)CCC (6-Fluoro-pyridine-2-carboxylic acid isobutyl-(8-propyl[1,2,4]triazolo-[1,5-c]pyrimidin-7-ylmethyl)-amide). Reaction SMILES: [CH2:1]([NH:5][CH2:6][C:7]1[N:12]=[CH:11][N:10]2[N:13]=[CH:14][N:15]=[C:9]2[C:8]=1[CH2:16][CH2:17][CH3:18])[CH:2]([CH3:4])[CH3:3].[F:19][C:20]1[N:25]=[C:24]([C:26](O)=[O:27])[CH:23]=[CH:22][CH:21]=1.CCN=C=NCCCN(C)C>C(Cl)Cl.CN(C1C=CN=CC=1)C>[CH2:1]([N:5]([CH2:6][C:7]1[N:12]=[CH:11][N:10]2[N:13]=[CH:14][N:15]=[C:9]2[C:8]=1[CH2:16][CH2:17][CH3:18])[C:26]([C:24]1[CH:23]=[CH:22][CH:21]=[C:20]([F:19])[N:25]=1)=[O:27])[CH:2]([CH3:4])[CH3:3]. Procedure: To a stirred solution of isobutyl-(8-propyl-[1,2,4]triazolo[1,5-c]pyrimidin-7-ylmethyl)-amine (2.8 mmol) and 6-fluoro-pyridine-2-carboxylic acid (0.47g, 3.34 mmol) in DCM (10 ml) is added EDCI (0.61 g) and DMAP (0.153 g). The mixture is stirred at room temperature overnight. DCM (10 ml) is added to dilute the mixture. The mixture is washed with water (5 mL), dried (Na2SO4) and solvent evaporated. Preparative TLC purification of the residue (2:1 of hexane: ethyl acetate) provides the title produc... Reactants: CC(C)(C)C=1C=C(C=C(C1O)C(C)(C)C)SC(C(=O)O)CCC (2-[[3,5-bis(1,1-dimethylethyl)-4-hydroxy phenyl]thio]pentanoic acid), acid chloride, C(C1=CC=CC=C1)N1CCNCC1 (N-benzylpiperazine). Product: CC(C)(C)C=1C=C(C=C(C1O)C(C)(C)C)SC(C(=O)N1CCN(CC1)CC1=CC=CC=C1)CCC (1-[2-[[3,5-bis(1,1-dimethylethyl)-4-hyroxy phenyl]thio]-1-oxopentyl]-4-(phenylmethyl)piperazine). RXN SMILES: [CH3:1][C:2]([C:5]1[CH:6]=[C:7]([S:16][CH:17]([CH2:21][CH2:22][CH3:23])[C:18](O)=[O:19])[CH:8]=[C:9]([C:12]([CH3:15])([CH3:14])[CH3:13])[C:10]=1[OH:11])([CH3:4])[CH3:3].[CH2:24]([N:31]1[CH2:36][CH2:35][NH:34][CH2:33][CH2:32]1)[C:25]1[CH:30]=[CH:29][CH:28]=[CH:27][CH:26]=1>>[CH3:3][C:2]([C:5]1[CH:6]=[C:7]([S:16][CH:17]([CH2:21][CH2:22][CH3:23])[C:18]([N:34]2[CH2:35][CH2:36][N:31]([CH2:24][C:25]3[CH:26]=[CH:27][CH:28]=[CH:29][CH:30]=3)[CH2:32][CH2:33]2)=[O:19])[CH:8]=[C:9]([C:12]([CH3:15])([CH3:14])[CH3:13])[C:10]=1[OH:11])([CH3:1])[CH3:4]. Procedure: The title compound of Example 44 is converted to its acid chloride and is reacted with N-benzylpiperazine by the method of Example 42 to give the title compound. Reactants: C1(CCCCC1)N1N=NN=C1CCCCOC=1C=C2CCC(NC2=CC1)=O (6-[4-(1-cyclohexyl-1H-tetrazol-5-yl)butoxy]-3,4-dihydroquinolin-2(1H)-one), C1=CC2=C(C=C1OCCCCC3=NN=NN3C4CCCCC4)CCC(=O)N2 (cilostazol), N1=CC=CC=C1 (pyridine), 4-dimethyl-aminopyridine, ClCCCC(=O)Cl (4-chlorobutanoyl chloride). Run in C(Cl)(Cl)Cl (chloroform), C(Cl)Cl (CH2Cl2). Conditions: temperature 70 celsius, time 20 hour. The product is ClCCCC(=O)N1C(CCC2=CC(=CC=C12)OCCCCC1=NN=NN1C1CCCCC1)=O (1-(4-Chlorobutanoyl)-6-[4-(1-cyclohexyl-1H-tetrazol-5-yl)butoxy]-3,4-dihydroquinolin-2(1H)-one). Isolated yield 42.0%. RXN SMILES: [CH:1]1([N:7]2[C:11]([CH2:12][CH2:13][CH2:14][CH2:15][O:16][C:17]3[CH:18]=[C:19]4[C:24](=[CH:25][CH:26]=3)[NH:23][C:22](=[O:27])[CH2:21][CH2:20]4)=[N:10][N:9]=[N:8]2)[CH2:6][CH2:5][CH2:4][CH2:3][CH2:2]1.N1C=CC=CC=1.[Cl:34][CH2:35][CH2:36][CH2:37][C:38](Cl)=[O:39]>C(Cl)(Cl)Cl.C(Cl)Cl>[Cl:34][CH2:35][CH2:36][CH2:37][C:38]([N:23]1[C:24]2[C:19](=[CH:18][C:17]([O:16][CH2:15][CH2:14][CH2:13][CH2:12][C:11]3[N:7]([CH:1]4[CH2:6][CH2:5][CH2:4][CH2:3][CH2:2]4)[N:8]=[N:9][N:10]=3)=[CH:26][CH:25]=2)[CH2:20][CH2:21][C:22]1=[O:27])=[O:39]. Reported procedure: To a solution of 6-[4-(1-cyclohexyl-1H-tetrazol-5-yl)butoxy]-3,4-dihydroquinolin-2(1H)-one (cilostazol, 1, A=H, 15.00 g, 40.6 mmol), pyridine (6.42 g, 81.2 mmol) and 4-dimethyl-aminopyridine (DMAP, 6.45 g, 52.8 mmol) in 135 mL chloroform at room temperature is added slowly 4-chlorobutanoyl chloride (7.45 g, 52.8 mmol). The mixture is stirred at 70° C. for 20 hours. The reaction mixture is diluted with 1000 mL CH2Cl2, and washed with 1N HCl, saturated NaHCO3 solution and brine. The organic phase ... Reactants: COC1=CC=C(C=C1)C=1C=2C(C(NN1)=O)=NOC2C (4-(4-methoxyphenyl)-3-methyl-6 h-isoxazolo[3,4-d]pyridazin-7-one), C(C)[S-].[Na+] (sodium ethanethiolate), Cl (HCl), O (water). Solvent: CN(C)C=O (DMF), CN(C)C=O (DMF). Run at temperature 100 celsius. Product: OC1=CC=C(C=C1)C=1C=2C(C(NN1)=O)=NOC2C (4-(4-hydroxyphenyl)-3-methyl-6 h-isoxazolo[3,4-d]pyridazin-7-one). Isolated yield 53.7%. As a reaction SMILES: C[O:2][C:3]1[CH:8]=[CH:7][C:6]([C:9]2[C:10]3[C:11](=[N:16][O:17][C:18]=3[CH3:19])[C:12](=[O:15])[NH:13][N:14]=2)=[CH:5][CH:4]=1.C([S-])C.[Na+].O.Cl>CN(C=O)C>[OH:2][C:3]1[CH:8]=[CH:7][C:6]([C:9]2[C:10]3[C:11](=[N:16][O:17][C:18]=3[CH3:19])[C:12](=[O:15])[NH:13][N:14]=2)=[CH:5][CH:4]=1 |f:1.2|. Reported procedure: To 1.05 g of 4-(4-methoxyphenyl)-3-methyl-6 h-isoxazolo[3,4-d]pyridazin-7-one (4.08 mmol) in 15 mL dry DMF was added 1.03 g of sodium ethanethiolate in 15 mL dry DMF at room temperature. The reaction was then heated at 100° C. for 2.5 h. Added water and 1 M HCl until acidic. Extracted the product with diethyl ether and dried the extracts with Na2SO4, filtered, and concentrated in vacuo. The product was purified via silica gel chromatography eluting with 95:5 dichloromethane:methanol to give 533 ...